From a dataset of the Open Reaction Database (ORD), a public repository of structured organic reaction records. describe an organic reaction: reactants, conditions, products, and yield Reactants: [OH-].[Na+] (sodium hydroxide), C(C)OC(CC1=CC=C(C=C1)N1C(CCC1)=O)=O (ethyl[4-(2-oxopyrrolidin-1-yl)phenyl]acetate), S(=O)(=O)(O)[O-].[K+] (potassium hydrogensulfate), O (Water). The solvent is O1CCCC1 (tetrahydrofuran), C(C)O (ethanol). Reaction conditions: temperature 60 celsius, time 1 hour. Yields the product O=C1N(CCC1)C1=CC=C(C=C1)CC(=O)O ([4-(2-oxopyrrolidin-1-yl)phenyl]acetic acid). Isolated yield 58.5%. RXN SMILES: [OH-].[Na+].C([O:5][C:6](=[O:20])[CH2:7][C:8]1[CH:13]=[CH:12][C:11]([N:14]2[CH2:18][CH2:17][CH2:16][C:15]2=[O:19])=[CH:10][CH:9]=1)C.O.S([O-])(O)(=O)=O.[K+]>O1CCCC1.C(O)C>[O:19]=[C:15]1[CH2:16][CH2:17][CH2:18][N:14]1[C:11]1[CH:12]=[CH:13][C:8]([CH2:7][C:6]([OH:20])=[O:5])=[CH:9][CH:10]=1 |f:0.1,4.5|. Procedure details: Aqueous 1 N sodium hydroxide solution (10 ml, 10 mmols) was added to a solution of ethyl[4-(2-oxopyrrolidin-1-yl)phenyl]acetate (0.97 g, 3.9 mmols) in tetrahydrofuran (20 ml) and ethanol (20 ml). The resulting mixture was stirred at 60° C. for 1 hour. Water was added to the reaction mixture, which was acidified with potassium hydrogensulfate added thereto, and then extracted with ethyl acetate. The extract was washed with water, and then dried with anhydrous magnesium sulfate. This was concentra... Reactants: CCCC[Sn](CCCC)(CCCC)c1ccncc1, C1COCCO1, [Cl-], CC(C)N1CCC(C(=O)Nc2ccc(I)cc2C(=O)Nc2ccc(Cl)cn2)CC1, [Li+], Cl[Pd]Cl, c1ccc(P(c2ccccc2)c2ccccc2)cc1, c1ccc(P(c2ccccc2)c2ccccc2)cc1. Yields the product CC(C)N1CCC(C(=O)Nc2ccc(-c3ccncc3)cc2C(=O)Nc2ccc(Cl)cn2)CC1. As a reaction SMILES: [CH2:32]([Sn:33]([CH2:34][CH2:35][CH2:36][CH3:43])([c:37]1[cH:38][cH:39][n:40][cH:41][cH:42]1)[CH2:44][CH2:45][CH2:46][CH3:47])[CH2:48][CH2:49][CH3:50].[CH2:51]1[O:52][CH2:53][CH2:54][O:55][CH2:56]1.[Cl-:31].[Cl:1][c:2]1[cH:3][cH:4][c:5]([NH:8][C:9]([c:10]2[c:11]([NH:17][C:18](=[O:19])[CH:20]3[CH2:21][CH2:22][N:23]([CH:26]([CH3:27])[CH3:28])[CH2:24][CH2:25]3)[cH:12][cH:13][c:14]([I:16])[cH:15]2)=[O:29])[n:6][cH:7]1.[Li+:30].[Pd:57]([Cl:58])[Cl:59].[c:60]1([P:61]([c:62]2[cH:63][cH:64][cH:65][cH:66][cH:67]2)[c:68]2[cH:69][cH:70][cH:71][cH:72][cH:73]2)[cH:74][cH:75][cH:76][cH:77][cH:78]1.[c:79]1([P:80]([c:81]2[cH:82][cH:83][cH:84][cH:85][cH:86]2)[c:87]2[cH:88][cH:89][cH:90][cH:91][cH:92]2)[cH:93][cH:94][cH:95][cH:96][cH:97]1>>[Cl:1][c:2]1[cH:3][cH:4][c:5]([NH:8][C:9]([c:10]2[c:11]([NH:17][C:18](=[O:19])[CH:20]3[CH2:21][CH2:22][N:23]([CH:26]([CH3:27])[CH3:28])[CH2:24][CH2:25]3)[cH:12][cH:13][c:14](-[c:37]3[cH:38][cH:39][n:40][cH:41][cH:42]3)[cH:15]2)=[O:29])[n:6][cH:7]1. Starting materials: CCOC(=O)C(Cc1ccc(O)cc1)OCC, ClCCl, O=C(N=NC(=O)N1CCCCC1)N1CCCCC1, CC(C)C(=O)Nc1ccc(CCO)cc1, c1ccc(P(c2ccccc2)c2ccccc2)cc1. Product: CCOC(=O)C(Cc1ccc(OCCc2ccc(NC(=O)C(C)C)cc2)cc1)OCC. As a reaction SMILES: [CH2:1]([CH3:2])[O:3][C:4]([CH:5]([CH2:6][c:7]1[cH:8][cH:9][c:10]([OH:13])[cH:11][cH:12]1)[O:14][CH2:15][CH3:16])=[O:17].[Cl:70][CH2:71][Cl:72].[N:33]([C:34]([N:35]1[CH2:36][CH2:37][CH2:38][CH2:39][CH2:40]1)=[O:41])=[N:42][C:43]([N:44]1[CH2:45][CH2:46][CH2:47][CH2:48][CH2:49]1)=[O:50].[OH:18][CH2:19][CH2:20][c:21]1[cH:22][cH:23][c:24]([NH:27][C:28]([CH:29]([CH3:30])[CH3:31])=[O:32])[cH:25][cH:26]1.[c:51]1([P:52]([c:53]2[cH:54][cH:55][cH:56][cH:57][cH:58]2)[c:59]2[cH:60][cH:61][cH:62][cH:63][cH:64]2)[cH:65][cH:66][cH:67][cH:68][cH:69]1>>[CH2:1]([CH3:2])[O:3][C:4]([CH:5]([CH2:6][c:7]1[cH:8][cH:9][c:10]([O:13][CH2:19][CH2:20][c:21]2[cH:22][cH:23][c:24]([NH:27][C:28]([CH:29]([CH3:30])[CH3:31])=[O:32])[cH:25][cH:26]2)[cH:11][cH:12]1)[O:14][CH2:15][CH3:16])=[O:17]. The reactants are C(\C=C(/C)\CCC=C(C)C)CC(C)=CCC\C(\C)=C\CO (geranyl geraniol), ethyl ester, CC/C=C\C/C=C\C/C=C\C/C=C\C/C=C\CCCC(=O)O (eicosapentaenoic acid), CCCCCC (hexane). Solvent: C(C)(C)CC(C)(C)C (isooctane). Reaction conditions: temperature 60 celsius, time 24 hour. Product: C(C=CC=CC=CC=CC=CCCCCCCCCC)(=O)OC\C=C(/C)\CC\C=C(\CC\C=C(/C)\CCC=C(C)C)/C (geranyl-geranyl eicosapentaenoate). RXN SMILES: [CH2:1]([CH2:11][C:12](=[CH:14][CH2:15][CH2:16]/[C:17](=[CH:19]/[CH2:20][OH:21])/[CH3:18])[CH3:13])/[CH:2]=[C:3](/[CH2:5][CH2:6][CH:7]=[C:8]([CH3:10])[CH3:9])\[CH3:4].[CH3:22][CH2:23]/[CH:24]=[CH:25]\[CH2:26]/[CH:27]=[CH:28]\[CH2:29]/[CH:30]=[CH:31]\[CH2:32]/[CH:33]=[CH:34]\[CH2:35]/[CH:36]=[CH:37]\[CH2:38][CH2:39][CH2:40][C:41](O)=[O:42].CCCCCC>C(CC(C)(C)C)(C)C>[C:41]([O:21][CH2:20]/[CH:19]=[C:17](/[CH2:16][CH2:15]/[CH:14]=[C:12](\[CH3:13])/[CH2:11][CH2:1]/[CH:2]=[C:3](/[CH2:5][CH2:6][CH:7]=[C:8]([CH3:10])[CH3:9])\[CH3:4])\[CH3:18])(=[O:42])[CH:40]=[CH:39][CH:38]=[CH:37][CH:36]=[CH:35][CH:34]=[CH:33][CH:32]=[CH:31][CH2:30][CH2:29][CH2:28][CH2:27][CH2:26][CH2:25][CH2:24][CH2:23][CH3:22]. Procedure details: There were dissolved, in 1 g of isooctane, 100 mg of geranyl geraniol and 600 mg of ethyl ester of eicosapentaenoic acid, followed by the addition of lipase in an amount of 1% relative to the total amount of the resulting solution and then stirring the mixture at 60° C. for 24 hours. After confirming whether the reaction system reached its equilibrium state or not by the GC technique, the reaction solution was diluted by the addition of hexane to the solution in an amount of 10 times the volume ... The reactants are FC1=CC=C2CCC(C2=C1)(O)CC(=O)OCC (ethyl 2-(6-fluoro-1-hydroxy-1-indanyl)acetate), [OH-].[Li+] (lithium hydroxide). Run in C(C)O (ethanol). Run at time 18 hour. Yields the product FC1=CC=C2CCC(C2=C1)(O)CC(=O)[O-].[Li+] (lithium 2-(6-fluoro-1-hydroxy-1-indanyl)acetate). Yield: 77.0%. RXN SMILES: [F:1][C:2]1[CH:10]=[C:9]2[C:5]([CH2:6][CH2:7][C:8]2([CH2:12][C:13]([O:15]CC)=[O:14])[OH:11])=[CH:4][CH:3]=1.[OH-].[Li+:19]>C(O)C>[F:1][C:2]1[CH:10]=[C:9]2[C:5]([CH2:6][CH2:7][C:8]2([CH2:12][C:13]([O-:15])=[O:14])[OH:11])=[CH:4][CH:3]=1.[Li+:19] |f:1.2,4.5|. Reported procedure: A mixture of ethyl 2-(6-fluoro-1-hydroxy-1-indanyl)acetate (2.0 g. 8.4 mmol), 1N lithium hydroxide (8.4 mL) and absolute ethanol (13.0 mL) was stirred for 18 h at room temperature. The mixture was concentrated in vacuo, diluted with H2O and extracted with diethyl ether. The aqueous phase was concentrated in vacuo, diluted with toluene (100 mL) and concentrated in vacuo to give lithium 2-(6-fluoro-1-hydroxy-1-indanyl)acetate as a white solid (1.4 g, 77%); The reactants are OBO, O=C([O-])[O-], CO, CCO, O=[N+]([O-])C1C=Cc2ccccc21, [Na+], [Na+], c1ccccc1, c1ccccc1. The product is O=[N+]([O-])C1C(c2ccccc2)=Cc2ccccc21. As a reaction SMILES: [BH:13]([OH:14])[OH:15].[C:22](=[O:23])([O-:24])[O-:25].[CH3:28][OH:29].[CH3:30][CH2:31][OH:32].[N+:1](=[O:2])([O-:3])[CH:4]1[CH:5]=[CH:6][c:7]2[c:8]1[cH:9][cH:10][cH:11][cH:12]2.[Na+:26].[Na+:27].[cH:16]1[cH:17][cH:18][cH:19][cH:20][cH:21]1.[cH:33]1[cH:34][cH:35][cH:36][cH:37][cH:38]1>>[N+:1](=[O:2])([O-:3])[CH:4]1[C:5]([c:16]2[cH:17][cH:18][cH:19][cH:20][cH:21]2)=[CH:6][c:7]2[c:8]1[cH:9][cH:10][cH:11][cH:12]2. Starting materials: CCOCC, CCCc1ccccc1C(=O)NC1CCc2cccc(Cl)c2C1, C[N+](=O)[O-], [Na+], [Na+], O=C([O-])[O-], O, O=[N+]([O-])O, O=S(=O)(O)O. The product is CCCc1ccccc1C(=O)NC1CCc2c([N+](=O)[O-])ccc(Cl)c2C1. As a reaction SMILES: [CH2:28]([O:29][CH2:30][CH3:31])[CH3:32].[Cl:5][c:6]1[cH:7][cH:8][cH:9][c:10]2[c:15]1[CH2:14][CH:13]([NH:16][C:17]([c:18]1[c:19]([CH2:24][CH2:25][CH3:26])[cH:20][cH:21][cH:22][cH:23]1)=[O:27])[CH2:12][CH2:11]2.[N+:45]([CH3:46])([O-:47])=[O:48].[Na+:34].[Na+:35].[O-:36][C:37](=[O:38])[O-:39].[OH2:33].[OH:1][N+:2]([O-:3])=[O:4].[S:40](=[O:41])(=[O:42])([OH:43])[OH:44]>>[O-:1][N+:2](=[O:4])[c:9]1[cH:8][cH:7][c:6]([Cl:5])[c:15]2[c:10]1[CH2:11][CH2:12][CH:13]([NH:16][C:17]([c:18]1[c:19]([CH2:24][CH2:25][CH3:26])[cH:20][cH:21][cH:22][cH:23]1)=[O:27])[CH2:14]2. Reactants: CC(Cl)c1cccnc1, NCC4(CCOCC4)N5CCCCC5. Reagents/catalysts: O=C([O-])[O-].[Cs+].[Cs+] (cesium carbonate), [I-].[K+] (potassium iodide). Run in CN(C)C=O (DMF), CN(C)C=O (dmf), CN(C)C=O (DMF). Run at temperature 70 celsius, time 16 hour. The product is CC(C7=CC=CN=C7)NCC8(CCOCC8)N9CCCCC9. The reactants are aqueous solution, [OH-].[Na+] (sodium hydroxide), C1(=CC=CC=C1)C=1C=C(C=NC1)C(=O)NC1=C(C(=O)O)C=CC(=C1)C=1SC=CC1 (2-(5-phenylpyridine-3-carboxamido)-4-(thiophen-2-yl)benzoic acid). The solvent is C(C)O (ethanol). Conditions: time 30 minute. Product: C1(=CC=CC=C1)C=1C=C(C=NC1)C(=O)NC1=C(C(=O)[O-])C=CC(=C1)C=1SC=CC1.[Na+] (sodium 2-(5-phenylpyridine-3-carboxamido)-4-(thiophen-2-yl)benzoate). RXN SMILES: [OH-].[Na+:2].[C:3]1([C:9]2[CH:10]=[C:11]([C:15]([NH:17][C:18]3[CH:26]=[C:25]([C:27]4[S:28][CH:29]=[CH:30][CH:31]=4)[CH:24]=[CH:23][C:19]=3[C:20]([OH:22])=[O:21])=[O:16])[CH:12]=[N:13][CH:14]=2)[CH:8]=[CH:7][CH:6]=[CH:5][CH:4]=1>C(O)C>[C:3]1([C:9]2[CH:10]=[C:11]([C:15]([NH:17][C:18]3[CH:26]=[C:25]([C:27]4[S:28][CH:29]=[CH:30][CH:31]=4)[CH:24]=[CH:23][C:19]=3[C:20]([O-:22])=[O:21])=[O:16])[CH:12]=[N:13][CH:14]=2)[CH:4]=[CH:5][CH:6]=[CH:7][CH:8]=1.[Na+:2] |f:0.1,4.5|. Procedure details: A 1 mol/L aqueous solution of sodium hydroxide (0.13 mL) was added to an ethanol (4.0 mL) suspension of the obtained 2-(5-phenylpyridine-3-carboxamido)-4-(thiophen-2-yl)benzoic acid (54 mg) at room temperature, followed by stirring at the same temperature for 2 hours and 30 minutes. The solvent was evaporated under reduced pressure, and water was added to the obtained residue. The solid substance was collected by filtration to obtain 35 mg of sodium 2-(5-phenylpyridine-3-carboxamido)-4-(thiophen... Reactants: [H-].[Al+3].[Li+].[H-].[H-].[H-] (lithium aluminum hydride), COCOC1=C(C(=O)OC)C=C(C=C1)CCC (methyl 2-methoxymethoxy-5-propylbenzoate), O.O.O.O.O.O.O.O.O.O.[O-]S(=O)(=O)[O-].[Na+].[Na+] (sodium sulfate 10 hydrate). Run in O1CCCC1 (tetrahydrofuran). Reaction conditions: time 1 hour. The product is COCOC1=C(C=C(C=C1)CCC)CO ((2-methoxymethoxy-5-propylphenyl)methanol). Isolated yield 93.1%. Reaction SMILES: [CH3:1][O:2][CH2:3][O:4][C:5]1[CH:14]=[CH:13][C:12]([CH2:15][CH2:16][CH3:17])=[CH:11][C:6]=1[C:7](OC)=[O:8].[H-].[Al+3].[Li+].[H-].[H-].[H-].O.O.O.O.O.O.O.O.O.O.[O-]S([O-])(=O)=O.[Na+].[Na+]>O1CCCC1>[CH3:1][O:2][CH2:3][O:4][C:5]1[CH:14]=[CH:13][C:12]([CH2:15][CH2:16][CH3:17])=[CH:11][C:6]=1[CH2:7][OH:8] |f:1.2.3.4.5.6,7.8.9.10.11.12.13.14.15.16.17.18.19|. Procedure: To a mixture of methyl 2-methoxymethoxy-5-propylbenzoate (6.06 g) and tetrahydrofuran (200 mL) was added lithium aluminum hydride (0.96 g) under ice-cooling, and the mixture was stirred at room temperature for 1 hr. To the mixture was added sodium sulfate 10 hydrate (8.18 g) and the mixture was further stirred at room temperature for 30 min. The insoluble materials were removed by filtration, and the filtrate was concentrated to give (2-methoxymethoxy-5-propylphenyl)methanol as an oil (4.98 g, 9...